From a dataset of the Open Reaction Database (ORD), a public repository of structured organic reaction records. describe an organic reaction: reactants, conditions, products, and yield Starting materials: NC1=C(C=NN1C)C#N (5-amino-1-methyl-1H-pyrazole-4-carbonitrile), C[Si]([N-][Si](C)(C)C)(C)C.[Na+] (sodium hexamethyldisilazide), [N+](=O)([O-])C1=CC=C(C=C1)OC(=O)C1=CC=C(C=2N=C(SC21)N2CCN(CC2)C(=O)OC(C)(C)C)OC (2-(4-tert-butoxycarbonylpiperazin-1-yl)-4-methoxybenzothiazole-7-carboxylic acid 4-nitrophenyl ester). Run in O1CCCC1 (tetrahydrofuran). Product: C(#N)C1=C(N(N=C1)C)NC(=O)C1=CC=C(C=2N=C(SC21)N2CCN(CC2)C(=O)OC(C)(C)C)OC (2-(4-tert-Butoxycarbonylpiperazin-1-yl)-4-methoxybenzothiazole-7-carboxylic acid (4-cyano-2-methyl-2H-pyrazol-3-yl)amide). Isolated yield 107.5%. Reaction SMILES: [NH2:1][C:2]1[N:6]([CH3:7])[N:5]=[CH:4][C:3]=1[C:8]#[N:9].C[Si](C)(C)[N-][Si](C)(C)C.[Na+].[N+](C1C=CC([O:29][C:30]([C:32]2[C:40]3[S:39][C:38]([N:41]4[CH2:46][CH2:45][N:44]([C:47]([O:49][C:50]([CH3:53])([CH3:52])[CH3:51])=[O:48])[CH2:43][CH2:42]4)=[N:37][C:36]=3[C:35]([O:54][CH3:55])=[CH:34][CH:33]=2)=O)=CC=1)([O-])=O>O1CCCC1>[C:8]([C:3]1[CH:4]=[N:5][N:6]([CH3:7])[C:2]=1[NH:1][C:30]([C:32]1[C:40]2[S:39][C:38]([N:41]3[CH2:46][CH2:45][N:44]([C:47]([O:49][C:50]([CH3:51])([CH3:52])[CH3:53])=[O:48])[CH2:43][CH2:42]3)=[N:37][C:36]=2[C:35]([O:54][CH3:55])=[CH:34][CH:33]=1)=[O:29])#[N:9] |f:1.2|. Procedure: Starting from 5-amino-1-methyl-1H-pyrazole-4-carbonitrile (119 mg) in dimethyl fonnamide (10 ml), sodium hexamethyldisilazide in tetrahydrofuran (0.97 ml, 1.0 M), 2-(4-tert-butoxycarbonylpiperazin-1-yl)-4-methoxybenzothiazole-7-carboxylic acid 4-nitrophenyl ester (250 mg). Purification by flash chromatography (eluent 5% methanol in dichloromethane) followed by trituration with diethyl ether yielded the title compound as a pale yellow solid (260 mg). TLC Rf 0.48 (ethyl acetate); Mpt 231-232° C. Product: ClC1=CC2=C(C(=N1)F)OC1=CC=C(C=C1[C@]21N=C(OCC1)N)N ((S)-3-chloro-1-fluoro-5′,6′-dihydrospiro[chromeno[2,3-c]pyridine-5,4′-[1,3]oxazine]-2′,7-diamine). The reactants are N (ammonia), CO (methanol), NC=1C=C2C(=CC1)OC=1C(=NC(=CC1[C@@]21N/C(/OCC1)=N/C(C1=CC=CC=C1)=O)Cl)F ((S,Z)—N-(7-amino-3-chloro-1-fluorospiro[chromeno[2,3-c]pyridine-5,4′-[1,3]oxazinan]-2′-ylidene)benzamide). As a reaction SMILES: [NH2:1][C:2]1[CH:3]=[C:4]2[C@@:15]3([CH2:20][CH2:19][O:18]/[C:17](=[N:21]\C(=O)C4C=CC=CC=4)/[NH:16]3)[C:14]3[CH:13]=[C:12]([Cl:30])[N:11]=[C:10]([F:31])[C:9]=3[O:8][C:5]2=[CH:6][CH:7]=1.N.CO>C1COCC1>[Cl:30][C:12]1[N:11]=[C:10]([F:31])[C:9]2[O:8][C:5]3[C:4]([C@@:15]4([CH2:20][CH2:19][O:18][C:17]([NH2:21])=[N:16]4)[C:14]=2[CH:13]=1)=[CH:3][C:2]([NH2:1])=[CH:7][CH:6]=3. Procedure details: (S,Z)—N-(7-amino-3-chloro-1-fluorospiro[chromeno[2,3-c]pyridine-5,4′-[1,3]oxazinan]-2′-ylidene)benzamide was dissolved in THF (5 mL) followed by the addition of ammonia, 2.0 m solution in methanol (49.7 ml, 99 mmol) and heated in a sealed tube at 50° C. for 17 h. The mixture was concentrated and chromatographed on silica gel using 0-5% MeOH/DCM to afford a yellow oil as (S)-3-chloro-1-fluoro-5′,6′-dihydrospiro[chromeno[2,3-c]pyridine-5,4′-[1,3]oxazine]-2′,7-diamine (0.23 g, 0.687 mmol, 17% yield... Run in C1CCOC1 (THF). Isolated yield 17.0%. Run at temperature 50 celsius. Starting materials: C1(CCCCC1)C1=C(N(C2=CC(=CC=C12)C(=O)OC)CC(OC)OC)C1=C(C=CC=C1)CNCCN(C)C (Methyl 3-cyclohexyl-1-(2,2-dimethoxyethyl)-2-[2-({[2-(dimethylamino)ethyl]amino}methyl)phenyl]-1H-indole-6-carboxylate), Cl (HCl), [BH4-].[Na+] (NaBH4). Solvent: C1CCOC1 (THF). Conditions: temperature 60 celsius, time 45 minute. Yields the product C1(CCCCC1)C=1C=2C=CC(=CC2N2C1C1=C(CN(CC2)CCN(C)C)C=CC=C1)C(=O)OC (Methyl 14-cyclohexyl-6-[2-(dimethylamino)ethyl]-5,6,7,8-tetrahydroindolo[2,1-a][2,5]benzodiazocine-11-carboxylate). RXN SMILES: [CH:1]1([C:7]2[C:15]3[C:10](=[CH:11][C:12]([C:16]([O:18][CH3:19])=[O:17])=[CH:13][CH:14]=3)[N:9]([CH2:20][CH:21](OC)OC)[C:8]=2[C:26]2[CH:31]=[CH:30][CH:29]=[CH:28][C:27]=2[CH2:32][NH:33][CH2:34][CH2:35][N:36]([CH3:38])[CH3:37])[CH2:6][CH2:5][CH2:4][CH2:3][CH2:2]1.Cl.[BH4-].[Na+]>C1COCC1>[CH:1]1([C:7]2[C:15]3[CH:14]=[CH:13][C:12]([C:16]([O:18][CH3:19])=[O:17])=[CH:11][C:10]=3[N:9]3[CH2:20][CH2:21][N:33]([CH2:34][CH2:35][N:36]([CH3:37])[CH3:38])[CH2:32][C:27]4[CH:28]=[CH:29][CH:30]=[CH:31][C:26]=4[C:8]=23)[CH2:2][CH2:3][CH2:4][CH2:5][CH2:6]1 |f:2.3|. Reported procedure: To a stirred solution of methyl 3-cyclohexyl-1-(2,2-dimethoxyethyl)-2-[2-({[2-(dimethylamino)ethyl]amino}methyl)phenyl]-1H-indole-6-carboxylate (0.16 M, 1 eq, from Step 3) in THF was added an equal volume of aqueous 1N HCl. The reaction was heated at 60° C. for 2.5 h and after cooling to RT was quenched by addition of NaOH (2N) and extracted into EtOAc (×3). The combined organic extracts were washed with brine before being dried over Na2SO4, filtered and concentrated in vacuo. The residue was re...